Task: describe an organic reaction: reactants, conditions, products, and yield. Dataset: the Open Reaction Database (ORD), a public repository of structured organic reaction records Reactants: C(C)O (ethanol), [Cl-].C(C(C)C)[Al+]CC(C)C (diisobutylaluminum chloride). Solvent: CCCCCC (n-hexane), CCCCCC (n-hexane). Reaction conditions: temperature 50 celsius. Product: Cl[Al](CC(C)C)OCC (chloro-ethoxy-isobutyl-aluminum). As a reaction SMILES: [CH2:1]([OH:3])[CH3:2].[Cl-:4].[CH2:5]([Al+:9]CC(C)C)[CH:6]([CH3:8])[CH3:7]>CCCCCC>[Cl:4][Al:9]([O:3][CH2:1][CH3:2])[CH2:5][CH:6]([CH3:8])[CH3:7] |f:1.2|. Procedure: A solution of 4.75 g (103.2 mmol) of absolute ethanol in 150 ml of absolute n-hexane is added dropwise at 0° C. and while stirring during about half an hour to a solution of 18.24 g (103.2 mmol) of diisobutylaluminum chloride in 150 ml of absolute n-hexane at 0° C. and under a protective gas atmosphere (argon). Thereafter, the temperature of the mixture is allowed to rise to room temperature and the mixture is warmed at about 50° C. for about a further 1 hour to yield the chloro-ethoxy-isobutyl-...